The task is: describe an organic reaction: reactants, conditions, products, and yield. This data is from the Open Reaction Database (ORD), a public repository of structured organic reaction records. Reactants: FC(F)(F)c1ccc(Cl)nc1, [K+], [K+], c1ccc2c(C3CCNCC3)c[nH]c2c1, O=C([O-])[O-], CN(C)C=O. Yields the product FC(F)(F)c1ccc(N2CCC(c3c[nH]c4ccccc34)CC2)nc1. As a reaction SMILES: [F:22][C:23]([c:24]1[cH:25][cH:26][c:27]([Cl:30])[n:28][cH:29]1)([F:31])[F:32].[K+:16].[K+:17].[NH:1]1[CH2:2][CH2:3][CH:4]([c:7]2[cH:8][nH:9][c:10]3[cH:11][cH:12][cH:13][cH:14][c:15]23)[CH2:5][CH2:6]1.[O-:18][C:19]([O-:20])=[O:21].[O:33]=[CH:34][N:35]([CH3:36])[CH3:37]>>[N:1]1([c:27]2[cH:26][cH:25][c:24]([C:23]([F:22])([F:31])[F:32])[cH:29][n:28]2)[CH2:2][CH2:3][CH:4]([c:7]2[cH:8][nH:9][c:10]3[cH:11][cH:12][cH:13][cH:14][c:15]23)[CH2:5][CH2:6]1. Reactants: COC1=CC=C2C(=CNC2=C1)C=1CCNCC1 (6-methoxy-3-(1,2,3,6-tetrahydropyridin-4-yl)-1H-indole), O1[C@@H](C1)COC1=C2C=CNC2=CC=C1 ((S)-(+)-4-(oxiranylmethoxy)-1H-indole). Run in CO.CS(=O)C (methanol dimethylsulfoxide). Yields the product COC1=CC=C2C(=CNC2=C1)C=1CCN(CC1)C[C@@H](COC1=C2C=CNC2=CC=C1)O ((2S)-(+)-3-[4-(6-methoxy-3-indolyl)-1,2,3,6-tetrahydropyridin-1-yl]-1-(4-indolyloxy)-2-propanol). As a reaction SMILES: [CH3:1][O:2][C:3]1[CH:11]=[C:10]2[C:6]([C:7]([C:12]3[CH2:13][CH2:14][NH:15][CH2:16][CH:17]=3)=[CH:8][NH:9]2)=[CH:5][CH:4]=1.[O:18]1[CH2:20][C@H:19]1[CH2:21][O:22][C:23]1[CH:31]=[CH:30][CH:29]=[C:28]2[C:24]=1[CH:25]=[CH:26][NH:27]2>CO.CS(C)=O>[CH3:1][O:2][C:3]1[CH:11]=[C:10]2[C:6]([C:7]([C:12]3[CH2:13][CH2:14][N:15]([CH2:20][C@H:19]([OH:18])[CH2:21][O:22][C:23]4[CH:31]=[CH:30][CH:29]=[C:28]5[C:24]=4[CH:25]=[CH:26][NH:27]5)[CH2:16][CH:17]=3)=[CH:8][NH:9]2)=[CH:5][CH:4]=1 |f:2.3|. Procedure details: The title compound was prepared in a fashion similar to that described in Example 193 from 6-methoxy-3-(1,2,3,6-tetrahydropyridin-4-yl)-1H-indole (0.80 g, 3.5 mmol) and (S)-(+)-4-(oxiranylmethoxy)-1H-indole (0.66 g, 3.5 mmol). The resulting free base was recrystallized from methanol to yield a white crystalline solid. Yield 0.63 g (43%). mp 155°-160° C. FDMS m/e=417 (M+ of free base). α[D]589 =+4.30 (c=0.98, methanol/dimethylsulfoxide). The reactants are [Si](C)(C)(C(C)(C)C)OC=1C=CC(=C2C=CC=NC12)/C=C/C(=O)OC(C)(C)C (tert-butyl (2E)-3-(8-((tert-butyl(dimethyl)silyl)oxy)quinolin-5-yl)prop-2-enoate), Rh(PPh3)3Cl. Run in C1(=CC=CC=C1)C (toluene). Reaction conditions: temperature 60 celsius. Product: [Si](C)(C)(C(C)(C)C)OC=1C=CC(=C2C=CC=NC12)CCC(=O)OC(C)(C)C (tert-butyl 3-(8-((tert-butyl(dimethyl)silyl)oxy)quinolin-5-yl)propanoate). Reaction SMILES: [Si:1]([O:8][C:9]1[CH:10]=[CH:11][C:12](/[CH:19]=[CH:20]/[C:21]([O:23][C:24]([CH3:27])([CH3:26])[CH3:25])=[O:22])=[C:13]2[C:18]=1[N:17]=[CH:16][CH:15]=[CH:14]2)([C:4]([CH3:7])([CH3:6])[CH3:5])([CH3:3])[CH3:2]>C1(C)C=CC=CC=1>[Si:1]([O:8][C:9]1[CH:10]=[CH:11][C:12]([CH2:19][CH2:20][C:21]([O:23][C:24]([CH3:27])([CH3:26])[CH3:25])=[O:22])=[C:13]2[C:18]=1[N:17]=[CH:16][CH:15]=[CH:14]2)([C:4]([CH3:7])([CH3:6])[CH3:5])([CH3:3])[CH3:2]. Procedure details: A mixture of Example 201C (4.03 g, 10.5 mmol) and Rh(PPh3)3Cl (972 mg, 1.05 mmol) in toluene (40 mL) was degassed and flushed with hydrogen three times. The solution was heated to 60° C. under a hydrogen atmosphere for 16 hours and concentrated. The concentrate was purified by flash column chromatography on silica gel with 5-10% ethyl acetate/hexanes to provide the desired product. Starting materials: C(C)(C)(C)C1=CC(=C(C=C1)C=1N([C@@H]([C@@H](N1)C1=CC=C(C=C1)Cl)C1=CC=C(C=C1)Cl)C(=O)Cl)OCC ((4S,5R)-2-(4-tert-butyl-2-ethoxy-phenyl)-4,5-bis-(4-chloro-phenyl)-4,5-dihydro-imidazole-1-carbonyl chloride), N1(CCNCC1)CC#N (piperazin-1-yl-acetonitrile). Product: Cl.C(C)(C)(C)C1=CC(=C(C=C1)C=1N([C@@H]([C@@H](N1)C1=CC=C(C=C1)Cl)C1=CC=C(C=C1)Cl)C(=O)N1CCN(CC1)CC#N)OCC ({4-[(4S,5R)-2-(4-tert-Butyl-2-ethoxy-phenyl)-4,5-bis-(4-chloro-phenyl)-4,5-dihydro-imidazole-1-carbonyl]-piperazin-1-yl}-acetonitrile hydrochloride). RXN SMILES: [C:1]([C:5]1[CH:10]=[CH:9][C:8]([C:11]2[N:12]([C:30](Cl)=[O:31])[C@H:13]([C:23]3[CH:28]=[CH:27][C:26]([Cl:29])=[CH:25][CH:24]=3)[C@H:14]([C:16]3[CH:21]=[CH:20][C:19]([Cl:22])=[CH:18][CH:17]=3)[N:15]=2)=[C:7]([O:33][CH2:34][CH3:35])[CH:6]=1)([CH3:4])([CH3:3])[CH3:2].[N:36]1([CH2:42][C:43]#[N:44])[CH2:41][CH2:40][NH:39][CH2:38][CH2:37]1>>[ClH:22].[C:1]([C:5]1[CH:10]=[CH:9][C:8]([C:11]2[N:12]([C:30]([N:39]3[CH2:40][CH2:41][N:36]([CH2:42][C:43]#[N:44])[CH2:37][CH2:38]3)=[O:31])[C@H:13]([C:23]3[CH:28]=[CH:27][C:26]([Cl:29])=[CH:25][CH:24]=3)[C@H:14]([C:16]3[CH:21]=[CH:20][C:19]([Cl:22])=[CH:18][CH:17]=3)[N:15]=2)=[C:7]([O:33][CH2:34][CH3:35])[CH:6]=1)([CH3:2])([CH3:4])[CH3:3] |f:2.3|. Reported procedure: {4-[(4S,5R)-2-(4-tert-Butyl-2-ethoxy-phenyl)-4,5-bis-(4-chloro-phenyl)-4,5-dihydro-imidazole-1-carbonyl]-piperazin-1-yl}-acetonitrile hydrochloride was prepared from (4S,5R)-2-(4-tert-butyl-2-ethoxy-phenyl)-4,5-bis-(4-chloro-phenyl)-4,5-dihydro-imidazole-1-carbonyl chloride (example 11) and piperazin-1-yl-acetonitrile (example 16h) in an analogous manner as described in example 25. LR-MS: 618.5 [(M+H)+] The reactants are COC(=O)C1CCCCC1 (cyclohexanecarboxylic acid methyl ester), C(C)#N (acetonitrile). Yields the product C1(CCCCC1)C(CC#N)=O (3-Cyclohexyl-3-oxo-propionitrile). As a reaction SMILES: CO[C:3]([CH:5]1[CH2:10][CH2:9][CH2:8][CH2:7][CH2:6]1)=[O:4].[C:11](#[N:13])[CH3:12]>>[CH:5]1([C:3](=[O:4])[CH2:12][C:11]#[N:13])[CH2:10][CH2:9][CH2:8][CH2:7][CH2:6]1. Reported procedure: The title compound was prepared in analogy to example 105 step A from cyclohexanecarboxylic acid methyl ester and acetonitrile. Yellow liquid. MS (ESI): 150.2 (M−H)−. Reaction conditions: time 4 hour. Solvent: CO (methanol), CN(C)C=O (DMF). Yields the product COC1=CC=CC=2OC3=C([C@H]4N(C21)CCC[C@H]4NC(C(F)(F)F)=O)C=CC=C3 (trans-N-(2,3,4,14b-Tetrahydro-6-methoxy-1H-dibenzo[b,f]pyrido[1,2-d][1,4]oxazepin-1-yl)-2,2,2-trifluoroacetamide). RXN SMILES: Br[C:2]1[C:12]2[N:11]3[CH2:13][CH2:14][CH2:15][C@@H:16]([NH:17][C:18](=[O:23])[C:19]([F:22])([F:21])[F:20])[C@H:10]3[C:9]3[CH:24]=[CH:25][CH:26]=[CH:27][C:8]=3[O:7][C:6]=2[CH:5]=[CH:4][CH:3]=1.[CH3:28][O-:29].[Na+].[NH4+].[Cl-]>CN(C=O)C.CO.[Cu]I>[CH3:28][O:29][C:2]1[C:12]2[N:11]3[CH2:13][CH2:14][CH2:15][C@@H:16]([NH:17][C:18](=[O:23])[C:19]([F:22])([F:21])[F:20])[C@H:10]3[C:9]3[CH:24]=[CH:25][CH:26]=[CH:27][C:8]=3[O:7][C:6]=2[CH:5]=[CH:4][CH:3]=1 |f:1.2,3.4|. Reported procedure: Copper(I) iodide (21 mg, 0.11 mmol) was added to a stirring solution of trans-N-(6-bromo-2,3,4,14b-tetrahydro-1H-dibenzo[b,f]pyrido[1,2-d][1,4]oxazepin-1-yl)-2,2,2-trifluoroacetamide (100 mg, 0.22 mmol) in DMF (1.5 mL) in a Dean-Stark apparatus. Subsequently a solution of NaOMe (1.2 mL, 1.2 mmol) in methanol was added and stirring was continued at 135° C. for 4 h. After cooling down, the reaction mixture was poured into sat (aq) NH4Cl and extracted with ethyl acetate. The organic layer was washe... Reactants: C[O-].[Na+] (NaOMe), BrC1=CC=CC=2OC3=C([C@H]4N(C21)CCC[C@H]4NC(C(F)(F)F)=O)C=CC=C3 (trans-N-(6-bromo-2,3,4,14b-tetrahydro-1H-dibenzo[b,f]pyrido[1,2-d][1,4]oxazepin-1-yl)-2,2,2-trifluoroacetamide), [NH4+].[Cl-] (NH4Cl). Reagents/catalysts: [Cu]I (Copper(I) iodide).